From a dataset of the Open Reaction Database (ORD), a public repository of structured organic reaction records. describe an organic reaction: reactants, conditions, products, and yield The product is ONC(=O)[C@@H](CCCC1=CC=CC=C1)[C@H](C(=O)NN1C(NC(C1=O)(C)C)=O)CC(C)C (2(R)-[1(S)-(Hydroxycarbamoyl)-4-phenylbutyl]-4-methyl-N-(4,4-dimethyl-2,5-dioxo-1-imidazolidinyl)valeramide). Procedure: The 2(R)-[1(S)-[(tetrahydro-2(RS)-pyranyloxy)carbamoyl]-4-phenylbutyl]-4-methyl-N-(4,4-dimethyl-2,5-dioxo-1-imidazolidinyl)valeramide used as the starting material was prepared in a manner analogous to that described in Example 7, part (ii) and Example 1, parts (vii) and (viii), starting from 2(R)-[1(S)-(tert-butoxycarbonyl)-4-phenylbutyl]-4-methylvalerohydrazide and ethyl 2-isocyanato-2-methylpropionate. Starting materials: O1C(CCCC1)ONC(=O)[C@@H](CCCC1=CC=CC=C1)[C@H](C(=O)NN1C(NC(C1=O)(C)C)=O)CC(C)C (2(R)-[1(S)-[(tetrahydro-2(RS)-pyranyloxy)carbamoyl]-4-phenylbutyl]-4-methyl-N-(4,4-dimethyl-2,5-dioxo-1-imidazolidinyl)valeramide), ( viii ), C(C)(C)(C)OC(=O)[C@@H](CCCC1=CC=CC=C1)[C@H](C(=O)NN)CC(C)C (2(R)-[1(S)-(tert-butoxycarbonyl)-4-phenylbutyl]-4-methylvalerohydrazide), ( ii ), ( vii ), N(=C=O)C(C(=O)OCC)(C)C (ethyl 2-isocyanato-2-methylpropionate). RXN SMILES: O1CCCCC1[O:7][NH:8][C:9]([C@H:11]([C@@H:21]([CH2:34][CH:35]([CH3:37])[CH3:36])[C:22]([NH:24][N:25]1[C:29](=[O:30])[C:28]([CH3:32])([CH3:31])[NH:27][C:26]1=[O:33])=[O:23])[CH2:12][CH2:13][CH2:14][C:15]1[CH:20]=[CH:19][CH:18]=[CH:17][CH:16]=1)=[O:10].C(OC([C@H]([C@@H](CC(C)C)C(NN)=O)CCCC1C=CC=CC=1)=O)(C)(C)C.N(C(C)(C)C(OCC)=O)=C=O>>[OH:7][NH:8][C:9]([C@H:11]([C@@H:21]([CH2:34][CH:35]([CH3:37])[CH3:36])[C:22]([NH:24][N:25]1[C:29](=[O:30])[C:28]([CH3:32])([CH3:31])[NH:27][C:26]1=[O:33])=[O:23])[CH2:12][CH2:13][CH2:14][C:15]1[CH:16]=[CH:17][CH:18]=[CH:19][CH:20]=1)=[O:10].